This data is from the Open Reaction Database (ORD), a public repository of structured organic reaction records. The task is: describe an organic reaction: reactants, conditions, products, and yield Starting materials: CCCCCC.C(C)(=O)OCC (hexane ethyl acetate), C(C)OC([C@@H](N)CC1=CC=C(C=C1)C1=CC=NO1)=O (3-[4-(5-isoxazolyl)-phenyl]-alanine ethyl ester), CC=1C=C(C(=O)Cl)C=C(C1)C (3,5-dimethylbenzoylchloride), C([O-])([O-])=O.[Na+].[Na+] (sodium carbonate). The solvent is C(Cl)(Cl)Cl (chloroform). Reaction conditions: temperature 10 celsius, time 2 hour. Product: C(C)OC([C@@H](NC(C1=CC(=CC(=C1)C)C)=O)CC1=CC=C(C=C1)C1=CC=NO1)=O (N-(3,5-dimethylbenzoyl)-3-[4-(5-isoxazolyl)-phenyl]-alanine ethyl ester). As a reaction SMILES: [CH2:1]([O:3][C:4](=[O:19])[C@H:5]([CH2:7][C:8]1[CH:13]=[CH:12][C:11]([C:14]2[O:18][N:17]=[CH:16][CH:15]=2)=[CH:10][CH:9]=1)[NH2:6])[CH3:2].C(=O)([O-])[O-].[Na+].[Na+].[CH3:26][C:27]1[CH:28]=[C:29]([CH:33]=[C:34]([CH3:36])[CH:35]=1)[C:30](Cl)=[O:31].CCCCCC.C(OCC)(=O)C>C(Cl)(Cl)Cl>[CH2:1]([O:3][C:4](=[O:19])[C@H:5]([CH2:7][C:8]1[CH:13]=[CH:12][C:11]([C:14]2[O:18][N:17]=[CH:16][CH:15]=2)=[CH:10][CH:9]=1)[NH:6][C:30](=[O:31])[C:29]1[CH:33]=[C:34]([CH3:36])[CH:35]=[C:27]([CH3:26])[CH:28]=1)[CH3:2] |f:1.2.3,5.6|. Reported procedure: Crude 3-[4-(5-isoxazolyl)-phenyl]-alanine ethyl ester (660 mg) is dissolved in chloroform (6.6 ml), stirred vigorously with 2N aqueous sodium carbonate (1.4 ml), and after cooling to 10° C., 3,5-dimethylbenzoylchloride (0.7 ml) is added. Stirring is continued for 1 hour at 10° C. and for 2 hours at ambient temperature. Then extraction with di chloromethane/water, washing with 10% aqueous citric acid, and with brine, followed by evaporation gives the crude product. Flash chromatography on silica ... Reactants: [Br-], COc1ccc(C2=NC(C)(C)CO2)c(OC)c1OC, C1CCOC1, O, [Mg+]CCc1ccccc1. Product: COc1ccc(C2=NC(C)(C)CO2)c(CCc2ccccc2)c1OC. As a reaction SMILES: [Br-:1].[CH3:11][C:12]1([CH3:29])[N:13]=[C:14]([c:17]2[c:18]([O:27][CH3:28])[c:19]([O:25][CH3:26])[c:20]([O:23][CH3:24])[cH:21][cH:22]2)[O:15][CH2:16]1.[O:31]1[CH2:32][CH2:33][CH2:34][CH2:35]1.[OH2:30].[c:2]1([CH2:8][CH2:9][Mg+:10])[cH:3][cH:4][cH:5][cH:6][cH:7]1>>[c:2]1([CH2:8][CH2:9][c:18]2[c:17]([C:14]3=[N:13][C:12]([CH3:11])([CH3:29])[CH2:16][O:15]3)[cH:22][cH:21][c:20]([O:23][CH3:24])[c:19]2[O:25][CH3:26])[cH:3][cH:4][cH:5][cH:6][cH:7]1. The reactants are solution, [H-].C(C(C)C)[Al+]CC(C)C (diisobutylaluminum hydride), C(CC)C=1N(C(=C(N1)C(=O)OCC)C(=O)OCC)CC1=CC=C(C=C1)C1=C(C=CC=C1)C1=NN=NN1C(C1=CC=CC=C1)(C1=CC=CC=C1)C1=CC=CC=C1 (diethyl 2-propyl-1-{4-[2-(trityltetrazol-5-yl)phenyl]phenyl}methylimidazole-4,5-dicarboxylate), C(C)(=O)OCC (ethyl acetate), [Cl-].[NH4+] (ammonium chloride). Run in C1(=CC=CC=C1)C (toluene), O1CCCC1 (tetrahydrofuran). Run at time 16 hour. Product: OCC=1N=C(N(C1C(=O)OCC)CC1=CC=C(C=C1)C1=C(C=CC=C1)C1=NN=NN1C(C1=CC=CC=C1)(C1=CC=CC=C1)C1=CC=CC=C1)CCC (Ethyl 4-hydroxymethyl-2-propyl-1-{4-[2-(trityltetrazol-5-yl)phenyl]phenyl}methylimidazole-5-carboxylate). Isolated yield 100.1%. Reaction SMILES: [H-].C([Al+]CC(C)C)C(C)C.[CH2:11]([C:14]1[N:15]([CH2:29][C:30]2[CH:35]=[CH:34][C:33]([C:36]3[CH:41]=[CH:40][CH:39]=[CH:38][C:37]=3[C:42]3[N:46]([C:47]([C:60]4[CH:65]=[CH:64][CH:63]=[CH:62][CH:61]=4)([C:54]4[CH:59]=[CH:58][CH:57]=[CH:56][CH:55]=4)[C:48]4[CH:53]=[CH:52][CH:51]=[CH:50][CH:49]=4)[N:45]=[N:44][N:43]=3)=[CH:32][CH:31]=2)[C:16]([C:24]([O:26][CH2:27][CH3:28])=[O:25])=[C:17]([C:19](OCC)=[O:20])[N:18]=1)[CH2:12][CH3:13].C(OCC)(=O)C.[Cl-].[NH4+]>C1(C)C=CC=CC=1.O1CCCC1>[OH:20][CH2:19][C:17]1[N:18]=[C:14]([CH2:11][CH2:12][CH3:13])[N:15]([CH2:29][C:30]2[CH:31]=[CH:32][C:33]([C:36]3[CH:41]=[CH:40][CH:39]=[CH:38][C:37]=3[C:42]3[N:46]([C:47]([C:54]4[CH:59]=[CH:58][CH:57]=[CH:56][CH:55]=4)([C:48]4[CH:49]=[CH:50][CH:51]=[CH:52][CH:53]=4)[C:60]4[CH:61]=[CH:62][CH:63]=[CH:64][CH:65]=4)[N:45]=[N:44][N:43]=3)=[CH:34][CH:35]=2)[C:16]=1[C:24]([O:26][CH2:27][CH3:28])=[O:25] |f:0.1,4.5|. Procedure: 10 ml of a 1.5M solution of diisobutylaluminum hydride in toluene were added dropwise at -20° C. under an atmosphere of nitrogen to a solution of 4.27 g of diethyl 2-propyl-1-{4-[2-(trityltetrazol-5-yl)phenyl]phenyl}methylimidazole-4,5-dicarboxylate [prepared as described in step (a) above] in 50 ml of tetrahydrofuran. The resulting mixture was allowed to stand at 0° C. for 16 hours and then mixed with ethyl acetate and with a saturated aqueous solution of ammonium chloride; it was then stirred ...